Dataset: the Open Reaction Database (ORD), a public repository of structured organic reaction records. Task: describe an organic reaction: reactants, conditions, products, and yield Starting materials: CC1CN(Cc2ccccc2)CCC1Nc1ccccc1F, COC(C)C(=O)Cl, C1CCOC1. Yields the product COC(C)C(=O)N(c1ccccc1F)C1CCN(Cc2ccccc2)CC1C. RXN SMILES: [CH2:1]([c:2]1[cH:3][cH:4][cH:5][cH:6][cH:7]1)[N:8]1[CH2:9][CH:10]([CH3:22])[CH:11]([NH:14][c:15]2[c:16]([F:21])[cH:17][cH:18][cH:19][cH:20]2)[CH2:12][CH2:13]1.[CH3:23][O:24][CH:25]([C:26](=[O:27])[Cl:28])[CH3:29].[O:30]1[CH2:31][CH2:32][CH2:33][CH2:34]1>>[CH2:1]([c:2]1[cH:3][cH:4][cH:5][cH:6][cH:7]1)[N:8]1[CH2:9][CH:10]([CH3:22])[CH:11]([N:14]([c:15]2[c:16]([F:21])[cH:17][cH:18][cH:19][cH:20]2)[C:26]([CH:25]([O:24][CH3:23])[CH3:29])=[O:27])[CH2:12][CH2:13]1. Reactants: CC1=C(SC=C1)C=1C(NC(N(C1)CCC=O)=O)=O (3-[5-(3-methyl-thiophen-2-yl)-2,4-dioxo-3,4-dihydro-2H-pyrimidin-1-yl]-propionaldehyde), FC(C1=CC=C(C=C1)[C@]12CNC[C@@H]2C1)(F)F ((1S,5R)-1-(4-trifluoromethyl-phenyl)-3-aza-bicyclo[3.1.0]hexane), CC(=O)O (AcOH), [BH-](OC(=O)C)(OC(=O)C)OC(=O)C.[Na+] (NaBH(AcO)3), ClCCCl (DCE), ClCCCl (DCE). Run in C(C)OCC (Diethylether). Conditions: time 8 hour. The product is Cl.CC1=C(SC=C1)C=1C(NC(N(C1)CCCN1C[C@]2(C[C@H]2C1)C1=CC=C(C=C1)C(F)(F)F)=O)=O (5-(3-methyl-2-thienyl)-1-(3-{(1S,5R)-1-[4-(trifluoromethyl)phenyl]-3-azabicyclo[3.1.0]hex-3-yl}propyl)-2,4(1H,3H)-pyrimidinedione hydrochloride). Isolated yield 42.0%. As a reaction SMILES: [CH3:1][C:2]1[CH:6]=[CH:5][S:4][C:3]=1[C:7]1[C:8](=[O:18])[NH:9][C:10](=[O:17])[N:11]([CH2:13][CH2:14][CH:15]=O)[CH:12]=1.[F:19][C:20]([F:34])([F:33])[C:21]1[CH:26]=[CH:25][C:24]([C@:27]23[CH2:32][C@H:31]2[CH2:30][NH:29][CH2:28]3)=[CH:23][CH:22]=1.CC(O)=O.[BH-](OC(C)=O)(OC(C)=O)OC(C)=O.[Na+].[Cl:53]CCCl>C(OCC)C>[ClH:53].[CH3:1][C:2]1[CH:6]=[CH:5][S:4][C:3]=1[C:7]1[C:8](=[O:18])[NH:9][C:10](=[O:17])[N:11]([CH2:13][CH2:14][CH2:15][N:29]2[CH2:30][C@H:31]3[C@:27]([C:24]4[CH:23]=[CH:22][C:21]([C:20]([F:19])([F:34])[F:33])=[CH:26][CH:25]=4)([CH2:32]3)[CH2:28]2)[CH:12]=1 |f:3.4,7.8|. Procedure details: To a solution of 3-[5-(3-methyl-thiophen-2-yl)-2,4-dioxo-3,4-dihydro-2H-pyrimidin-1-yl]-propionaldehyde (Prep29, 16 mg, 0.04 mmol) in DCE (3 mL), (1S,5R)-1-(4-trifluoromethyl-phenyl)-3-aza-bicyclo[3.1.0]hexane (Prep4, 20 mg, 0.05 mmol) in DCE (1 mL), AcOH (6 μl, 0.05 mmol) and NaBH(AcO)3 (30 mg, 0.08 mmol) were added and the mixture was stirred at room temperature overnight. Diethylether was then added and the mixture was washed with 1N solution of HCl, then with aqueous saturated NaHCO3. The or... The reactants are ClC=1C=C(C=CC1F)NC1=NC=NC2=CC(=C(C=C12)OCCCN1CC2CNCC2C1)OC (N-(3-chloro-4-fluorophenyl)-6-(3-(hexahydropyrrolo[3,4-c]pyrrol-2(1H)-yl) propoxy)-7-methoxyquinazolin-4-amine), C=O (HCHO), CC(=O)O (AcOH), NaB(O2CCH3)3H. Solvent: C(Cl)Cl (CH2Cl2), CO (MeOH), O (water). Run at time 1.5 hour. The product is ClC=1C=C(C=CC1F)NC1=NC=NC2=CC(=C(C=C12)OCCCN1CC2CN(CC2C1)C)OC (N-(3-chloro-4-fluorophenyl)-7-methoxy-6-(3-(5-methylhexahydropyrrolo[3,4-c]pyrrol-2(1H)-yl)propoxy)quinazolin-4-amine). Isolated yield 68.0%. As a reaction SMILES: [Cl:1][C:2]1[CH:3]=[C:4]([NH:9][C:10]2[C:19]3[C:14](=[CH:15][C:16]([O:32][CH3:33])=[C:17]([O:20][CH2:21][CH2:22][CH2:23][N:24]4[CH2:31][CH:30]5[CH:26]([CH2:27][NH:28][CH2:29]5)[CH2:25]4)[CH:18]=3)[N:13]=[CH:12][N:11]=2)[CH:5]=[CH:6][C:7]=1[F:8].C=O.[CH3:36]C(O)=O>C(Cl)Cl.CO.O>[Cl:1][C:2]1[CH:3]=[C:4]([NH:9][C:10]2[C:19]3[C:14](=[CH:15][C:16]([O:32][CH3:33])=[C:17]([O:20][CH2:21][CH2:22][CH2:23][N:24]4[CH2:31][CH:30]5[CH:26]([CH2:27][N:28]([CH3:36])[CH2:29]5)[CH2:25]4)[CH:18]=3)[N:13]=[CH:12][N:11]=2)[CH:5]=[CH:6][C:7]=1[F:8]. Reported procedure: To a solution of N-(3-chloro-4-fluorophenyl)-6-(3-(hexahydropyrrolo[3,4-c]pyrrol-2(1H)-yl) propoxy)-7-methoxyquinazolin-4-amine (0.20 g) in a mixture of CH2Cl2 and MeOH was added 37% HCHO (0.10 mL), AcOH (0.15 mL) and NaB(O2CCH3)3H (0.26 g) in turn. The mixture was stirred for 1.5 h, then diluted with water and extracted with CH2Cl2. The organic layer was dried over anhydrous Na2SO4 for 1 h and filtered. The filtrate was concentrated and redissolved in EA, to this, a solution of HCl in EtOAc (10... Reactants: CCOC(C)=O, [H][H], O=[N+]([O-])c1cccc(OCCN2CCOCC2)c1. Yields the product Nc1cccc(OCCN2CCOCC2)c1. Reaction SMILES: [CH3:21][CH2:22][O:23][C:24](=[O:25])[CH3:26].[H:19][H:20].[N+:1]([O-:2])(=[O:3])[c:4]1[cH:5][c:6]([O:7][CH2:8][CH2:9][N:10]2[CH2:11][CH2:12][O:13][CH2:14][CH2:15]2)[cH:16][cH:17][cH:18]1>>[NH2:1][c:4]1[cH:5][c:6]([O:7][CH2:8][CH2:9][N:10]2[CH2:11][CH2:12][O:13][CH2:14][CH2:15]2)[cH:16][cH:17][cH:18]1. The reactants are C(C1=CC=CC=C1)(=O)SCCC(=O)N1C(SC[C@H]1C(=O)O)C1=C(C=CC=C1)O ((4R)-3-(S-benzoyl-3-mercaptopropanoyl)-2-(2-hydroxyphenyl)-4-thiazolidinecarboxylic acid). Run in N (ammonia). Run at time 1 hour. The product is OC1=C(C=CC=C1)C1SC[C@H](N1C(CCS)=O)C(=O)O ((4R)-2-(2-Hydroxyphenyl)-3-(3-mercaptopropanoyl)-4-thiazolidinecarboxylic acid). RXN SMILES: C([S:9][CH2:10][CH2:11][C:12]([N:14]1[C@H:18]([C:19]([OH:21])=[O:20])[CH2:17][S:16][CH:15]1[C:22]1[CH:27]=[CH:26][CH:25]=[CH:24][C:23]=1[OH:28])=[O:13])(=O)C1C=CC=CC=1>N>[OH:28][C:23]1[CH:24]=[CH:25][CH:26]=[CH:27][C:22]=1[CH:15]1[N:14]([C:12](=[O:13])[CH2:11][CH2:10][SH:9])[C@H:18]([C:19]([OH:21])=[O:20])[CH2:17][S:16]1. Reported procedure: To 4.2 g of (4R)-3-(S-benzoyl-3-mercaptopropanoyl)-2-(2-hydroxyphenyl)-4-thiazolidinecarboxylic acid, 40 ml of conc. ammonia is added and this solution is stirred at room temperature for 1 hour. Excess ammonia is removed in vacuo and the by-product, benzamide, is extracted with ethyl acetate. The aqueous layer is acidified with dilute hydrochloric acid and the produced oil is extracted with ethyl acetate. The ethyl acetate layer is washed with water, dried over anhydrous sodium sulfate, and conc... The reactants are S(=O)(Cl)Cl (thionyl chloride), FC1=CC=C(C=C1)\C(=C/CCCO)\C=1C=NC=CC1 ((E)-5-(4-fluorophenyl)-5-(3-pyridinyl)-4-penten-1-ol). Run at time 2 hour. Product: 11.5, ClCCC/C=C(\C1=CC=C(C=C1)F)/C=1C=NC=CC1 ((E)-3-[5-chloro-1-(4-fluorophenyl)-1-pentenyl]pyridine). Isolated yield 94.4%. Reaction SMILES: S(Cl)([Cl:3])=O.[F:5][C:6]1[CH:11]=[CH:10][C:9](/[C:12](/[C:18]2[CH:19]=[N:20][CH:21]=[CH:22][CH:23]=2)=[CH:13]\[CH2:14][CH2:15][CH2:16]O)=[CH:8][CH:7]=1>>[Cl:3][CH2:16][CH2:15][CH2:14]/[CH:13]=[C:12](/[C:18]1[CH:19]=[N:20][CH:21]=[CH:22][CH:23]=1)\[C:9]1[CH:10]=[CH:11][C:6]([F:5])=[CH:7][CH:8]=1. Procedure details: 160 Parts of thionyl chloride were added dropwise to 10 parts of (E)-5-(4-fluorophenyl)-5-(3-pyridinyl)-4-penten-1-ol while stirring (exothermic reaction, the temperature rose to 45° C.). Upon complete addition, stirring was continued for 2 hours at room temperature. The reaction mixture was evaporated. The residue was taken up in methylbenzene and the solvent was evaporated again. The residue was solidified in 2,2'-oxybixpropane. The product was filtered off and dried, yielding 11.5 parts (94.4... Reactants: C(C)(C)(C)OC(=O)N1[C@H](C[C@H](C2=CC(=CC=C12)C(F)(F)F)N)C1CC1 (cis-4-Amino-2-cyclopropyl-6-trifluoromethyl-3,4-dihydro-2H-quinoline-1-carboxylic acid tert-butyl ester), FC(C=1C=C(C=O)C=C(C1)C(F)(F)F)(F)F (3,5-bis(trifluoromethyl)benzaldehyde), ClC(=O)OC (methyl chloroformate). Yields the product C(C)(C)(C)OC(=O)N1[C@H](C[C@H](C2=CC(=CC=C12)C(F)(F)F)N(C(=O)OC)CC1=CC(=CC(=C1)C(F)(F)F)C(F)(F)F)C1CC1 (cis-4-[(3,5-Bis-trifluoromethyl-benzyl)-methoxycarbonyl-amino]-2-cyclopropyl-6-trifluoromethyl-3,4-dihydro-2H-quinoline-1-carboxylic acid tert-butyl ester). As a reaction SMILES: [C:1]([O:5][C:6]([N:8]1[C:17]2[C:12](=[CH:13][C:14]([C:18]([F:21])([F:20])[F:19])=[CH:15][CH:16]=2)[C@H:11]([NH2:22])[CH2:10][C@@H:9]1[CH:23]1[CH2:25][CH2:24]1)=[O:7])([CH3:4])([CH3:3])[CH3:2].[F:26][C:27]([F:41])([F:40])[C:28]1[CH:29]=[C:30]([CH:33]=[C:34]([C:36]([F:39])([F:38])[F:37])[CH:35]=1)[CH:31]=O.Cl[C:43]([O:45][CH3:46])=[O:44]>>[C:1]([O:5][C:6]([N:8]1[C:17]2[C:12](=[CH:13][C:14]([C:18]([F:19])([F:21])[F:20])=[CH:15][CH:16]=2)[C@H:11]([N:22]([CH2:31][C:30]2[CH:29]=[C:28]([C:27]([F:41])([F:40])[F:26])[CH:35]=[C:34]([C:36]([F:39])([F:38])[F:37])[CH:33]=2)[C:43]([O:45][CH3:46])=[O:44])[CH2:10][C@@H:9]1[CH:23]1[CH2:24][CH2:25]1)=[O:7])([CH3:4])([CH3:2])[CH3:3]. Reported procedure: cis-4-Amino-2-cyclopropyl-6-trifluoromethyl-3,4-dihydro-2H-quinoline-1-carboxylic acid tert-butyl ester (Example 107C) (1.0 g) was subjected to reductive amination (with 3,5-bis(trifluoromethyl)benzaldehyde as in Example 4 and acylation with methyl chloroformate as in Example 5) to afford 2.4 g of the title compound. MS m/z 640 (M+); 1H NMR (CDCl3) δ 1.5 (s, 9H), 3.8 (s, 3H), 7.1 (s, 1H), 7.5-8.0 (m, 4H). The reactants are C(CO)(=O)O (glycolic acid), ClC=1C=C(C=CC1OCC1=NC=CC=C1)NC1=NC=NC2=CC=CC(=C12)OCCNC1CCOCC1 (N-[3-chloro-4-(pyridin-2-ylmethoxy)phenyl]-5-[2-(tetrahydro-2H-pyran-4-ylamino)ethoxy]quinazolin-4-amine). Product: ClC=1C=C(C=CC1OCC1=NC=CC=C1)NC1=NC=NC2=CC=CC(=C12)OCCN(C(CO)=O)C1CCOCC1 (N-{2-[(4-{[3-Chloro-4-(pyridin-2-ylmethoxy)phenyl]amino}quinazolin-5-yl)oxy]ethyl}-2-hydroxy-N-(tetrahydro-2H-pyran-4-yl)acetamide). Isolated yield 12.0%. RXN SMILES: [C:1]([OH:5])(=O)[CH2:2][OH:3].[Cl:6][C:7]1[CH:8]=[C:9]([NH:21][C:22]2[C:31]3[C:26](=[CH:27][CH:28]=[CH:29][C:30]=3[O:32][CH2:33][CH2:34][NH:35][CH:36]3[CH2:41][CH2:40][O:39][CH2:38][CH2:37]3)[N:25]=[CH:24][N:23]=2)[CH:10]=[CH:11][C:12]=1[O:13][CH2:14][C:15]1[CH:20]=[CH:19][CH:18]=[CH:17][N:16]=1>>[Cl:6][C:7]1[CH:8]=[C:9]([NH:21][C:22]2[C:31]3[C:26](=[CH:27][CH:28]=[CH:29][C:30]=3[O:32][CH2:33][CH2:34][N:35]([CH:36]3[CH2:41][CH2:40][O:39][CH2:38][CH2:37]3)[C:1](=[O:5])[CH2:2][OH:3])[N:25]=[CH:24][N:23]=2)[CH:10]=[CH:11][C:12]=1[O:13][CH2:14][C:15]1[CH:20]=[CH:19][CH:18]=[CH:17][N:16]=1. Procedure details: The procedure described in Example 1 was repeated using glycolic acid and N-[3-chloro-4-(pyridin-2-ylmethoxy)phenyl]-5-[2-(tetrahydro-2H-pyran-4-ylamino)ethoxy]quinazolin-4-amine (obtained as described in Example 20, preparation of starting materials) to give the title compound in 12% yield; NMR spectrum (DMSO-d6) 1.53-1.69 (m, 2H), 1.77-2.07 (m, 2H), 3.34-3.42 (m, 2H), 3.73-3.92 (m, 5H), 4.14-4.25 (m, 2H), 4.31-4.54 (m, 3H), 5.31 (s, 2H), 7.21-7.29 (m, 2H), 7.32-7.40 (m, 2H), 7.57-7.63 (m, 2H),... Reactants: N1=C(C=CC=2CCCNC12)CCCC(=O)OCC (Ethyl 4-(5,6,7,8-tetrahydro[1,8]naphthyridin-2-yl)butanoate). Run in Cl (HCl). Reaction conditions: temperature 55 celsius. The product is N1=C(C=CC=2CCCNC12)CCCC(=O)O (4-(5,6,7,8-Tetrahydro[1,8]naphthyridin-2-yl)butanoic acid). As a reaction SMILES: [N:1]1[C:10]2[NH:9][CH2:8][CH2:7][CH2:6][C:5]=2[CH:4]=[CH:3][C:2]=1[CH2:11][CH2:12][CH2:13][C:14]([O:16]CC)=[O:15]>Cl>[N:1]1[C:10]2[NH:9][CH2:8][CH2:7][CH2:6][C:5]=2[CH:4]=[CH:3][C:2]=1[CH2:11][CH2:12][CH2:13][C:14]([OH:16])=[O:15]. Procedure details: The ester obtained in Step b (0.36 g; 1.45 mmol) is dissolved in 10 ml of 6N HCl. The reaction mixture is heated at 55° C. for 4 hours. The reaction mixture is then concentrated, and the residue is taken up in AcOEt. The resulting precipitate, corresponding to the title product, is suction-filtered off over a frit and isolated in the form of a pale yellow solid. The reactants are CC1=C(C(=CC(=C1)C)C)S(=O)(=O)N1C=2C=CC=CC2C2=CC=CC=C2C1CC(=O)O ([5-(2,4,6-trimethyl-benzenesulfonyl)-5,6-dihydro-phenanthridin-6-yl]-acetic acid), Cl.Cl.N1C(=NCC1)C1=CC=C(C=C1)CCN (2-[4-(4,5-dihydro-1H-imidazol-2-yl)-phenyl]-ethylamine dihydrochloride). Yields the product N1C(=NCC1)C1=CC=C(C=C1)CCNC(CC1N(C=2C=CC=CC2C2=CC=CC=C12)S(=O)(=O)C1=C(C=C(C=C1C)C)C)=O (N-{2-[4-(4,5-Dihydro-1H-imidazol-2-yl)-phenyl]-ethyl}-2-[5-(2,4,6-trimethyl-benzenesulfonyl)-5,6-dihydro-phenanthridin-6-yl]-acetamide). RXN SMILES: [CH3:1][C:2]1[CH:7]=[C:6]([CH3:8])[CH:5]=[C:4]([CH3:9])[C:3]=1[S:10]([N:13]1[CH:26]([CH2:27][C:28]([OH:30])=O)[C:25]2[C:20](=[CH:21][CH:22]=[CH:23][CH:24]=2)[C:19]2[CH:18]=[CH:17][CH:16]=[CH:15][C:14]1=2)(=[O:12])=[O:11].Cl.Cl.[NH:33]1[CH2:37][CH2:36][N:35]=[C:34]1[C:38]1[CH:43]=[CH:42][C:41]([CH2:44][CH2:45][NH2:46])=[CH:40][CH:39]=1>>[NH:35]1[CH2:36][CH2:37][N:33]=[C:34]1[C:38]1[CH:39]=[CH:40][C:41]([CH2:44][CH2:45][NH:46][C:28](=[O:30])[CH2:27][CH:26]2[C:25]3[C:20](=[CH:21][CH:22]=[CH:23][CH:24]=3)[C:19]3[CH:18]=[CH:17][CH:16]=[CH:15][C:14]=3[N:13]2[S:10]([C:3]2[C:4]([CH3:9])=[CH:5][C:6]([CH3:8])=[CH:7][C:2]=2[CH3:1])(=[O:11])=[O:12])=[CH:42][CH:43]=1 |f:1.2.3|. Reported procedure: The title compound was prepared from [5-(2,4,6-trimethyl-benzenesulfonyl)-5,6-dihydro-phenanthridin-6-yl]-acetic acid and 2-[4-(4,5-dihydro-1H-imidazol-2-yl)-phenyl]-ethylamine dihydrochloride (Reference Example 2) according to the method described in Example 1e.